This data is from the Open Reaction Database (ORD), a public repository of structured organic reaction records. The task is: describe an organic reaction: reactants, conditions, products, and yield Reactants: N(=NC(=O)OCC)C(=O)OCC.C1(=CC=CC=C1)C (diethyl azodicarboxylate toluene), C1(=CC=CC=C1)P(C1=CC=CC=C1)C1=CC=CC=C1 (triphenylphosphine), CSCCO (2-(methylthio)ethanol), FC(C=1C=C(CN(C=2N=NNN2)CC2=C(C=CC(=C2)C(F)(F)F)C2=C(C=CC(=C2)C(C)C)OC)C=C(C1)C(F)(F)F)(F)F ((3,5-Bis-trifluoromethyl-benzyl)-(5′-isopropyl-2′-methoxy-4-trifluoromethyl-biphenyl-2-ylmethyl)-(2H-tetrazol-5-yl)-amine). The solvent is O1CCCC1 (tetrahydrofuran), O (water). Product: FC(C=1C=C(CN(C=2N=NN(N2)CCSC)CC2=C(C=CC(=C2)C(F)(F)F)C2=C(C=CC(=C2)C(C)C)OC)C=C(C1)C(F)(F)F)(F)F ((3,5-bis-trifluoromethyl-benzyl)-(5′-isopropyl-2′-methoxy-4-trifluoromethyl-biphenyl-2-ylmethyl)-[2-(2-methylsulfanyl-ethyl)-2H-tetrazol-5-yl]-amine). Reaction SMILES: [F:1][C:2]([F:43])([F:42])[C:3]1[CH:4]=[C:5]([CH:35]=[C:36]([C:38]([F:41])([F:40])[F:39])[CH:37]=1)[CH2:6][N:7]([CH2:13][C:14]1[CH:19]=[C:18]([C:20]([F:23])([F:22])[F:21])[CH:17]=[CH:16][C:15]=1[C:24]1[CH:29]=[C:28]([CH:30]([CH3:32])[CH3:31])[CH:27]=[CH:26][C:25]=1[O:33][CH3:34])[C:8]1[N:9]=[N:10][NH:11][N:12]=1.C1(P(C2C=CC=CC=2)C2C=CC=CC=2)C=CC=CC=1.[CH3:63][S:64][CH2:65][CH2:66]O.N(C(OCC)=O)=NC(OCC)=O.C1(C)C=CC=CC=1>O1CCCC1.O>[F:41][C:38]([F:39])([F:40])[C:36]1[CH:35]=[C:5]([CH:4]=[C:3]([C:2]([F:1])([F:42])[F:43])[CH:37]=1)[CH2:6][N:7]([CH2:13][C:14]1[CH:19]=[C:18]([C:20]([F:21])([F:22])[F:23])[CH:17]=[CH:16][C:15]=1[C:24]1[CH:29]=[C:28]([CH:30]([CH3:31])[CH3:32])[CH:27]=[CH:26][C:25]=1[O:33][CH3:34])[C:8]1[N:9]=[N:10][N:11]([CH2:66][CH2:65][S:64][CH3:63])[N:12]=1 |f:3.4|. Procedure details: (3,5-Bis-trifluoromethyl-benzyl)-(5′-isopropyl-2′-methoxy-4-trifluoromethyl-biphenyl-2-ylmethyl)-(2H-tetrazol-5-yl)-amine (300 mg) is dissolved in tetrahydrofuran (5 ml) and thereto are added triphenylphosphine (191 mg), 2-(methylthio)ethanol (63 μl), a 40% diethyl azodicarboxylate/toluene solution (332 μl) and the mixture is stirred at room temperature for 2 hours and a half. To reaction mixture is added water and the mixture is extracted with diethylether. The organic layer is washed with a sa...